The task is: describe an organic reaction: reactants, conditions, products, and yield. This data is from the Open Reaction Database (ORD), a public repository of structured organic reaction records. Starting materials: CN(C1=C(C=CC=C1)CC(=O)O)C ((2-dimethylaminophenyl)acetic acid), O.ON1N=NC2=C1C=CC=C2 (1-hydroxybenzotriazole monohydrate), Cl.CN(CCCN=C=NCC)C (1-(3-dimethylaminopropyl)-3-ethylcarbodiimide hydrochloride), COC1=C(C=CC=C1)[C@]1([C@@H]2CNC[C@@H]2C[C@H](C1)C)O ((3aS,4S,6R,7aR)-4-(2-methoxyphenyl)-6-methyl-4-perhydroisoindolol), Cl (hydrochloric acid). The solvent is ClCCl (dichloromethane), C(C)N(CC)CC (triethylamine), O1CCOCC1 (dioxane), O1CCOCC1 (dioxane). Reaction conditions: temperature 5 celsius. The product is Cl.COC1=C(C=CC=C1)[C@]1([C@@H]2CN(C[C@@H]2C[C@H](C1)C)C(CC1=C(C=CC=C1)N(C)C)=O)O ((3aS,4S,6R,7aR)-4-(2-methoxyphenyl)-2-[(2-dimethylaminophenyl)acetyl]-6-methyl-4-perhydroisoindolol hydrochloride). Isolated yield 61.2%. As a reaction SMILES: [CH3:1][O:2][C:3]1[CH:8]=[CH:7][CH:6]=[CH:5][C:4]=1[C@:9]1([OH:19])[CH2:17][C@H:16]([CH3:18])[CH2:15][C@@H:14]2[C@H:10]1[CH2:11][NH:12][CH2:13]2.[CH3:20][N:21]([CH3:32])[C:22]1[CH:27]=[CH:26][CH:25]=[CH:24][C:23]=1[CH2:28][C:29](O)=[O:30].O.ON1C2C=CC=CC=2N=N1.[ClH:44].CN(C)CCCN=C=NCC.Cl>ClCCl.O1CCOCC1.C(N(CC)CC)C>[ClH:44].[CH3:1][O:2][C:3]1[CH:8]=[CH:7][CH:6]=[CH:5][C:4]=1[C@:9]1([OH:19])[CH2:17][C@H:16]([CH3:18])[CH2:15][C@@H:14]2[C@H:10]1[CH2:11][N:12]([C:29](=[O:30])[CH2:28][C:23]1[CH:24]=[CH:25][CH:26]=[CH:27][C:22]=1[N:21]([CH3:32])[CH3:20])[CH2:13]2 |f:2.3,4.5,10.11|. Procedure details: To a solution of 1.0 g of (3aS,4S,6R,7aR)-4-(2-methoxyphenyl)-6-methyl-4-perhydroisoindolol in 100 cm3 of dichloromethane are added 1.5 cm3 of triethylamine. The reaction mixture is cooled to 5° C. and 0.60 g of (2-dimethylaminophenyl)acetic acid, 0.10 g of 1-hydroxybenzotriazole monohydrate and 0.70 g of 1-(3-dimethylaminopropyl)-3-ethylcarbodiimide hydrochloride are added. The reaction mixture is maintained at 5° C. for 1 hour and at 20° C. for 16 hours and is then washed twice with 100 cm3 of...